Dataset: the Open Reaction Database (ORD), a public repository of structured organic reaction records. Task: describe an organic reaction: reactants, conditions, products, and yield Reactants: BrC=1C=CC(=C(C(=O)OCC)C1)Cl (5-bromo-2-chloro-benzoic acid, ethyl ester), C1=CC=C(C=C1)P(C2=CC=CC=C2)C3=C(C4=CC=CC=C4C=C3)C5=C(C=CC6=CC=CC=C65)P(C7=CC=CC=C7)C8=CC=CC=C8 ((R)-BINAP), CC(C)(C)OC(NC1CNCC1)=O (3-pyrrolidinyl-carbamic acid 1,1-dimethylethyl ester), C([O-])([O-])=O.[Cs+].[Cs+] (cesium carbonate). The reagents and catalysts are C(C)(=O)[O-].[Pd+2].C(C)(=O)[O-] (palladium (II) acetate). The solvent is C1(=CC=CC=C1)C (toluene). Product: ClC1=C(C(=O)OCC)C=C(C=C1)N1CC(CC1)NC(=O)OC(C)(C)C ((+/−)-2-Chloro-5-[3-[[(1,1-dimethylethoxy)carbonyl]amino]-1-pyrrolidinyl]-benzoic acid, ethyl ester). Isolated yield 35.7%. Reaction SMILES: Br[C:2]1[CH:3]=[CH:4][C:5]([Cl:13])=[C:6]([CH:12]=1)[C:7]([O:9][CH2:10][CH3:11])=[O:8].[CH3:14][C:15]([O:18][C:19](=[O:26])[NH:20][CH:21]1[CH2:25][CH2:24][NH:23][CH2:22]1)([CH3:17])[CH3:16].C(=O)([O-])[O-].[Cs+].[Cs+].C1C=CC(P(C2C=CC3C(=CC=CC=3)C=2C2C3C(=CC=CC=3)C=CC=2P(C2C=CC=CC=2)C2C=CC=CC=2)C2C=CC=CC=2)=CC=1>C([O-])(=O)C.[Pd+2].C([O-])(=O)C.C1(C)C=CC=CC=1>[Cl:13][C:5]1[CH:4]=[CH:3][C:2]([N:23]2[CH2:24][CH2:25][CH:21]([NH:20][C:19]([O:18][C:15]([CH3:17])([CH3:16])[CH3:14])=[O:26])[CH2:22]2)=[CH:12][C:6]=1[C:7]([O:9][CH2:10][CH3:11])=[O:8] |f:2.3.4,6.7.8|. Procedure: Prepared as described in Example 5a) using 5-bromo-2-chloro-benzoic acid, ethyl ester (0.50 g), 3-pyrrolidinyl-carbamic acid 1,1-dimethylethyl ester (0.42 g), cesium carbonate (0.86 g), palladium (II) acetate (21 mg) and (R)-BINAP (88 mg) and toluene (3 ml) to afford the subtitle compound as an oil (0.25 g). The reactants are NC1=NC(=NN1C(=S)NCCC)C1=CC=C(C=C1)Cl (5-Amino-3-(4-chlorophenyl)-1-[n-propylamino(thiocarbonyl)]-1H-1,2,4-triazole), C(C)(=O)OC(OCC)OCC (diethoxymethyl acetate). Product: ClC1=CC=C(C=C1)C1=NN2C(N=CN(C2=S)CCC)=N1 (2-(4-Chlorophenyl)-6-n-propyl-1,2,4-triazolo[1,5-a]-1,3,5-triazine-7(6H)-thione). Yield: 71.5%. RXN SMILES: [NH2:1][C:2]1[N:6]([C:7]([NH:9][CH2:10][CH2:11][CH3:12])=[S:8])[N:5]=[C:4]([C:13]2[CH:18]=[CH:17][C:16]([Cl:19])=[CH:15][CH:14]=2)[N:3]=1.[C:20](OC(OCC)OCC)(=O)C>>[Cl:19][C:16]1[CH:15]=[CH:14][C:13]([C:4]2[N:3]=[C:2]3[N:1]=[CH:20][N:9]([CH2:10][CH2:11][CH3:12])[C:7](=[S:8])[N:6]3[N:5]=2)=[CH:18][CH:17]=1. Reported procedure: The synthesis method of Example 55 was applied. The compound (280 mg) obtained in Example 44 and diethoxymethyl acetate (6.0 g) were used as reagents. The mixture was reacted at 100° C. for 2.5 hours to give 207 mg of white crystals (yield 71%). Starting materials: COC(=O)CC(C)=O, COC(=O)CC(C)=O, C[O-], Cc1ccccc1, CCOC(=O)C(C)C(=O)Cl, [Na+], [Na]. Product: CCOC(=O)C(C)C(=O)C(C(C)=O)C(=O)OC. RXN SMILES: [C:10]([O:11][CH3:12])(=[O:13])[CH2:14][C:15]([CH3:16])=[O:17].[C:2]([CH2:3][C:4](=[O:5])[CH3:6])(=[O:7])[O:8][CH3:9].[CH3:18][O-:19].[CH3:31][c:32]1[cH:33][cH:34][cH:35][cH:36][cH:37]1.[Cl:21][C:22](=[O:23])[CH:24]([C:25](=[O:26])[O:27][CH2:28][CH3:29])[CH3:30].[Na+:20].[Na:1]>>[C:2]([CH:3]([C:4](=[O:5])[CH3:6])[C:22](=[O:23])[CH:24]([C:25](=[O:26])[O:27][CH2:28][CH3:29])[CH3:30])(=[O:7])[O:8][CH3:9]. The reactants are O.[OH-].[Li+] (lithium hydroxide monohydrate), HCl, CNCC (N-methylethanamine), BrCC1=CC(=NC(=N1)C(F)(F)F)C(=O)OCC (ethyl 6-(bromomethyl)-2-(trifluoromethyl)pyrimidine-4-carboxylate). The solvent is O1CCCC1 (tetrahydrofuran), O (water), C(Cl)Cl (methylene chloride). Run at time 30 minute. Product: C(C)N(C)CC1=CC(=NC(=N1)C(F)(F)F)C(=O)O (6-{[ethyl(methyl)amino]methyl}-2-(trifluoromethyl)pyrimidine-4-carboxylic acid). Reaction SMILES: [CH3:1][NH:2][CH2:3][CH3:4].Br[CH2:6][C:7]1[N:12]=[C:11]([C:13]([F:16])([F:15])[F:14])[N:10]=[C:9]([C:17]([O:19]CC)=[O:18])[CH:8]=1.O.[OH-].[Li+]>C(Cl)Cl.O1CCCC1.O>[CH2:3]([N:2]([CH2:6][C:7]1[N:12]=[C:11]([C:13]([F:16])([F:14])[F:15])[N:10]=[C:9]([C:17]([OH:19])=[O:18])[CH:8]=1)[CH3:1])[CH3:4] |f:2.3.4|. Reported procedure: N-methylethanamine (96 μL, 1.1 mmol) was added to a solution of ethyl 6-(bromomethyl)-2-(trifluoromethyl)pyrimidine-4-carboxylate (0.13 g, 0.28 mmol, prepared as in Example 5, Step A) in methylene chloride (2.6 mL). After stirring for 30 minutes, solvent was removed in vacuo. The ester was hydrolyzed by stirring with lithium hydroxide monohydrate (0.12 g, 2.8 mmol) in tetrahydrofuran (4 mL) and water (2 mL) for 1 hour. 1N HCl was added dropwise to adjust the pH to 7. Purification via preparative... The reactants are ( 1 ), CC(CO)CO (2-methyl-1,3-propanediol), C(=O)C=C (acrolein), C(CCCO)O (1,4-butanediol), C(=O)C=C (acrolein), C(CCCO)O (1,4-butanediol). Product: C(=C)C1OCC(CO1)C (2-vinyl-5-methyl-1,3-dioxane), ( 2 ). Reaction SMILES: [CH:1]([CH:3]=[CH2:4])=[O:2].C(O)CCCO.[CH3:11][CH:12]([CH2:15]O)[CH2:13][OH:14]>>[CH:3]([CH:1]1[O:14][CH2:13][CH:12]([CH3:15])[CH2:11][O:2]1)=[CH2:4]. Reported procedure: In another embodiment of this invention, the present process represents an intermediate synthesis step in the conversion of acrolein to 1,4-butanediol. For example, a new and efficient method for producing 1,4-butanediol comprises (1) condensing 2-methyl-1,3-propanediol with acrolein to form 2-vinyl-5-methyl-1,3-dioxane, (2) converting the 2-vinyl-5-methyl-1,3-dioxane in accordance with the present invention hydroformylation method to a mixture of 2-(5'methyl-1',3'-dioxane)propionaldehyde and 3-... Reactants: CC1CC2C(C(O)CC3(C)C2CCC3(OC(=O)c2ccccc2)C(=O)CO)C2(C)CCC(=O)C=C12, CC(=O)OC(C)=O. The product is CC(=O)OCC(=O)C1(OC(=O)c2ccccc2)CCC2C3CC(C)C4=CC(=O)CCC4(C)C3C(O)CC21C. Reaction SMILES: [C:1]([c:2]1[cH:3][cH:4][cH:5][cH:6][cH:7]1)(=[O:8])[O:9][C:10]1([C:11]([CH2:12][OH:13])=[O:14])[CH2:15][CH2:16][CH:17]2[CH:18]3[CH2:19][CH:20]([CH3:35])[C:21]4=[CH:22][C:23](=[O:34])[CH2:24][CH2:25][C:26]4([CH3:27])[CH:28]3[CH:29]([OH:33])[CH2:30][C:31]12[CH3:32].[CH3:36][C:37](=[O:38])[O:39][C:40](=[O:41])[CH3:42]>>[C:1]([c:2]1[cH:3][cH:4][cH:5][cH:6][cH:7]1)(=[O:8])[O:9][C:10]1([C:11]([CH2:12][O:13][C:37]([CH3:36])=[O:38])=[O:14])[CH2:15][CH2:16][CH:17]2[CH:18]3[CH2:19][CH:20]([CH3:35])[C:21]4=[CH:22][C:23](=[O:34])[CH2:24][CH2:25][C:26]4([CH3:27])[CH:28]3[CH:29]([OH:33])[CH2:30][C:31]12[CH3:32]. The reactants are O=C1OC(c2ccc(F)cc2)CC1CC=CCOCc1ccccc1, [K+], C1COCCO1, [OH-]. Yields the product O=C(O)C(CC=CCOCc1ccccc1)CC(O)c1ccc(F)cc1. Reaction SMILES: [CH2:1]([c:2]1[cH:3][cH:4][cH:5][cH:6][cH:7]1)[O:8][CH2:9][CH:10]=[CH:11][CH2:12][CH:13]1[C:14](=[O:25])[O:15][CH:16]([c:18]2[cH:19][cH:20][c:21]([F:24])[cH:22][cH:23]2)[CH2:17]1.[K+:27].[O:28]1[CH2:29][CH2:30][O:31][CH2:32][CH2:33]1.[OH-:26]>>[CH2:1]([c:2]1[cH:3][cH:4][cH:5][cH:6][cH:7]1)[O:8][CH2:9][CH:10]=[CH:11][CH2:12][CH:13]([C:14]([OH:25])=[O:26])[CH2:17][CH:16]([OH:15])[c:18]1[cH:19][cH:20][c:21]([F:24])[cH:22][cH:23]1. The reactants are C(C)OC1=C2C(C(=C(NC2=C(C=N1)C)C)C(=O)O)C=1C=CC=C2C(C=C(OC12)C)=O (5-Ethoxy-2,8-dimethyl-4-(2-methyl-4-oxo-4H-chromen-8-yl)-1,4-dihydro-1,6-naphthyridine-3-carboxylic acid), C(C)(=O)OCC (ethyl acetate), C(=O)(N1C=NC=C1)N1C=NC=C1 (1,1′-carbonyldiimidazole), N (ammonia), 4-N,N-dimethylaminopyridine. The solvent is CN(C)C=O (DMF). Conditions: time 8 hour. Product: C(C)OC1=C2C(C(=C(NC2=C(C=N1)C)C)C(=O)N)C=1C=CC=C2C(C=C(OC12)C)=O (5-Ethoxy-2,8-dimethyl-4-(2-methyl-4-oxo-4H-chromen-8-yl)-1,4-dihydro-1,6-naphthyridine-3-carboxamide). RXN SMILES: [CH2:1]([O:3][C:4]1[N:13]=[CH:12][C:11]([CH3:14])=[C:10]2[C:5]=1[CH:6]([C:19]1[CH:20]=[CH:21][CH:22]=[C:23]3[C:28]=1[O:27][C:26]([CH3:29])=[CH:25][C:24]3=[O:30])[C:7]([C:16](O)=[O:17])=[C:8]([CH3:15])[NH:9]2)[CH3:2].C(OCC)(=O)C.C(N1C=CN=C1)([N:39]1C=CN=C1)=O.N>CN(C=O)C>[CH2:1]([O:3][C:4]1[N:13]=[CH:12][C:11]([CH3:14])=[C:10]2[C:5]=1[CH:6]([C:19]1[CH:20]=[CH:21][CH:22]=[C:23]3[C:28]=1[O:27][C:26]([CH3:29])=[CH:25][C:24]3=[O:30])[C:7]([C:16]([NH2:39])=[O:17])=[C:8]([CH3:15])[NH:9]2)[CH3:2]. Procedure: 335.0 mg (0.824 mmol) of the compound from Example 41A are introduced into 10 ml of ethyl acetate, and 167.1 mg (0.537 mmol) of 1,1′-carbonyldiimidazole are added. The suspension is then stirred at room temperature overnight. Since a clear solution is not produced, 2 ml of DMF are added and the mixture is stirred at room temperature for a further two hours. Complete conversion is then established by TLC check. The volatile components are removed in a rotary evaporator, and the residue is taken u... Reactants: COC1=C(C=CC=C1)NC1=C(C(=O)O)C=CC=C1 (2-(2-methoxyphenylamino)benzoic acid), C(=O)(Cl)Cl (phosgene), C([O-])([O-])=O.[K+].[K+] (potassium carbonate). Run in C1(=CC=CC=C1)C (toluene), O (water). Conditions: time 8 hour. Yields the product COC1=C(C=CC=C1)N1C=2C(C(=O)OC1=O)=CC=CC2 (N-(2-methoxyphenyl)isatoic anhydride). The yield is 22.1%. As a reaction SMILES: [C:1](=O)([O-])[O-:2].[K+].[K+].[CH3:7][O:8][C:9]1[CH:14]=[CH:13][CH:12]=[CH:11][C:10]=1[NH:15][C:16]1[CH:24]=[CH:23][CH:22]=[CH:21][C:17]=1[C:18]([OH:20])=[O:19].C(Cl)(Cl)=O>C1(C)C=CC=CC=1.O>[CH3:7][O:8][C:9]1[CH:14]=[CH:13][CH:12]=[CH:11][C:10]=1[N:15]1[C:1](=[O:2])[O:20][C:18](=[O:19])[C:17]2=[CH:21][CH:22]=[CH:23][CH:24]=[C:16]12 |f:0.1.2|. Procedure details: To a suspension of 24.44 g (0.177 mole) of potassium carbonate in 119 ml of toluene and 238 ml of water, stirred at 20°-40° C., was added 28.61 g (0.1176 mole) of 2-(2-methoxyphenylamino)benzoic acid, and phosgene was bubbled through the mixture for a period of 3.5 hours. The reaction was allowed to stand overnight with stirring, and the solid material was collected by filtration. The latter was dissolved in ethyl acetate and added to the toluene layer separated from the filtrate. The solution w... The reactants are CCOC(Cc1ccc(OCc2nc(-c3ccc(OC(C)C)cc3)oc2C)cc1C)C(=O)OC, [Li+], [OH-]. The product is CCOC(Cc1ccc(OCc2nc(-c3ccc(OC(C)C)cc3)oc2C)cc1C)C(=O)O. RXN SMILES: [CH3:1][O:2][C:3]([CH:4]([CH2:5][c:6]1[c:7]([CH3:30])[cH:8][c:9]([O:12][CH2:13][c:14]2[n:15][c:16](-[c:20]3[cH:21][cH:22][c:23]([O:26][CH:27]([CH3:28])[CH3:29])[cH:24][cH:25]3)[o:17][c:18]2[CH3:19])[cH:10][cH:11]1)[O:31][CH2:32][CH3:33])=[O:34].[Li+:36].[OH-:35]>>[O:2]=[C:3]([CH:4]([CH2:5][c:6]1[c:7]([CH3:30])[cH:8][c:9]([O:12][CH2:13][c:14]2[n:15][c:16](-[c:20]3[cH:21][cH:22][c:23]([O:26][CH:27]([CH3:28])[CH3:29])[cH:24][cH:25]3)[o:17][c:18]2[CH3:19])[cH:10][cH:11]1)[O:31][CH2:32][CH3:33])[OH:34].